Dataset: the Open Reaction Database (ORD), a public repository of structured organic reaction records. Task: describe an organic reaction: reactants, conditions, products, and yield The reactants are FC=1C=NC2=CC=C(C=C2C1)OC (3-fluoro-6-methoxy-quinoline), [Li]CCCC (n-BuLi), C(CC)O (1-propanol), CN(C)C=O (DMF). Solvent: C1CCOC1 (THF), C1CCOC1 (THF). Reaction conditions: temperature 0 celsius, time 5 minute. Yields the product FC=1C=NC2=CC=C(C=C2C1C=O)OC (3-fluoro-6-methoxy-quinoline-4-carbaldehyde). Isolated yield 51.0%. Reaction SMILES: [Li]CCCC.[F:6][C:7]1[CH:8]=[N:9][C:10]2[C:15]([CH:16]=1)=[CH:14][C:13]([O:17][CH3:18])=[CH:12][CH:11]=2.CN([CH:22]=[O:23])C.C(O)CC>C1COCC1>[F:6][C:7]1[CH:8]=[N:9][C:10]2[C:15]([C:16]=1[CH:22]=[O:23])=[CH:14][C:13]([O:17][CH3:18])=[CH:12][CH:11]=2. Procedure: To a solution of DIPA (15.5 mL) in THF (300 mL), cooled to −78° C., was added n-BuLi (2.35N in hexanes, 44 mL). The reaction mixture was stirred 5 min at this temperature before warming to 0° C. The reaction mixture was stirred 15 min before cooling to −78° C. 3-fluoro-6-methoxy-quinoline (prepared as described in FR 2004/01105, 15 g) in THF (50 mL+10 mL rinse) was added and the mixture was stirred 3 h at −78° C. DMF (3 mL) was added quickly. After 45 min., 1-propanol (8 mL) was added and the mi... The reactants are CC1=C(N=C(O1)C1=CC=CC=C1)COC1=CC=C(CON)C=C1 (4-(5-methyl-2-phenyl-4-oxazolylmethoxy)benzyloxyamine), O=C(CCCCCCCC(=O)OC)C1=CC=CC=C1 (methyl 9-oxo-9-phenylnonanoate), Cl (hydrochloric acid), C(C)(=O)[O-].[Na+] (sodium acetate), aqueous saturated solution, [OH-].[Na+] (sodium hydroxide), Cl (hydrochloric acid). The solvent is CO (methanol), O (Water), O1CCCC1 (tetrahydrofuran), CO (methanol). Run at time 1 hour. Product: CC1=C(N=C(O1)C1=CC=CC=C1)COC1=CC=C(CO\N=C(/CCCCCCCC(=O)O)\C2=CC=CC=C2)C=C1 (E-9-[4-(5-methyl-2-phenyl-4-oxazolylmethoxy)benzyloxyimino]-9-phenylnonanoic acid). Yield: 37.1%. RXN SMILES: [CH3:1][C:2]1[O:6][C:5]([C:7]2[CH:12]=[CH:11][CH:10]=[CH:9][CH:8]=2)=[N:4][C:3]=1[CH2:13][O:14][C:15]1[CH:23]=[CH:22][C:18]([CH2:19][O:20][NH2:21])=[CH:17][CH:16]=1.O=[C:25]([C:37]1[CH:42]=[CH:41][CH:40]=[CH:39][CH:38]=1)[CH2:26][CH2:27][CH2:28][CH2:29][CH2:30][CH2:31][CH2:32][C:33]([O:35]C)=[O:34].Cl.C([O-])(=O)C.[Na+].[OH-].[Na+]>O1CCCC1.CO.O>[CH3:1][C:2]1[O:6][C:5]([C:7]2[CH:8]=[CH:9][CH:10]=[CH:11][CH:12]=2)=[N:4][C:3]=1[CH2:13][O:14][C:15]1[CH:16]=[CH:17][C:18]([CH2:19][O:20]/[N:21]=[C:25](/[C:37]2[CH:38]=[CH:39][CH:40]=[CH:41][CH:42]=2)\[CH2:26][CH2:27][CH2:28][CH2:29][CH2:30][CH2:31][CH2:32][C:33]([OH:35])=[O:34])=[CH:22][CH:23]=1 |f:3.4,5.6|. Reported procedure: After a mixture of 4-(5-methyl-2-phenyl-4-oxazolylmethoxy)benzyloxyamine (500 mg), methyl 9-oxo-9-phenylnonanoate (464 mg), 1N hydrochloric acid (3 ml), sodium acetate (264 mg) and methanol (20 ml) was heated to reflux for 72 hours, the mixture was cooled to room temperature. Water was added to the reaction mixture and extracted with ethyl acetate. The ethyl acetate layer was washed with an aqueous saturated solution of sodium chloride, dried (MgSO4) and concentrated. The residue was subjected t... Starting materials: [BH4-], C1CCOC1, CO, [Na+], CCCCCCCC(=O)C=CC1C(OC(=O)c2ccc(-c3ccccc3)cc2)CC2OC(=O)CC21. As a reaction SMILES: [BH4-:38].[CH2:40]1[O:41][CH2:42][CH2:43][CH2:44]1.[CH3:36][OH:37].[Na+:39].[O:1]=[C:2]([CH:3]=[CH:4][CH:5]1[CH:6]2[CH2:7][C:8](=[O:28])[O:9][CH:10]2[CH2:11][CH:12]1[O:13][C:14]([c:15]1[cH:16][cH:17][c:18](-[c:21]2[cH:22][cH:23][cH:24][cH:25][cH:26]2)[cH:19][cH:20]1)=[O:27])[CH2:29][CH2:30][CH2:31][CH2:32][CH2:33][CH2:34][CH3:35]>>[OH:1][CH:2]([CH:3]=[CH:4][CH:5]1[CH:6]2[CH2:7][C:8](=[O:28])[O:9][CH:10]2[CH2:11][CH:12]1[O:13][C:14]([c:15]1[cH:16][cH:17][c:18](-[c:21]2[cH:22][cH:23][cH:24][cH:25][cH:26]2)[cH:19][cH:20]1)=[O:27])[CH2:29][CH2:30][CH2:31][CH2:32][CH2:33][CH2:34][CH3:35]. Product: CCCCCCCC(O)C=CC1C(OC(=O)c2ccc(-c3ccccc3)cc2)CC2OC(=O)CC21.